From a dataset of the Open Reaction Database (ORD), a public repository of structured organic reaction records. describe an organic reaction: reactants, conditions, products, and yield The reactants are CO, COC(C)(C)CCCC(C)CCC(O)c1ccc(C(C)C)cc1, Cl, [H][H]. Product: COC(C)(C)CCCC(C)CCCc1ccc(C(C)C)cc1. As a reaction SMILES: [CH3:27][OH:28].[CH:1]([CH3:2])([CH3:3])[c:4]1[cH:5][cH:6][c:7]([CH:10]([CH2:11][CH2:12][CH:13]([CH2:14][CH2:15][CH2:16][C:17]([CH3:18])([O:19][CH3:20])[CH3:21])[CH3:22])[OH:23])[cH:8][cH:9]1.[ClH:24].[H:25][H:26]>>[CH:1]([CH3:2])([CH3:3])[c:4]1[cH:5][cH:6][c:7]([CH2:10][CH2:11][CH2:12][CH:13]([CH2:14][CH2:15][CH2:16][C:17]([CH3:18])([O:19][CH3:20])[CH3:21])[CH3:22])[cH:8][cH:9]1. The reactants are Brc1cnc2c(c1)NCCO2, [C-]#N, CN1CCCC1=O, O. Yields the product N#Cc1cnc2c(c1)NCCO2. RXN SMILES: [Br:1][c:2]1[cH:3][c:4]2[c:5]([n:10][cH:11]1)[O:6][CH2:7][CH2:8][NH:9]2.[C-:12]#[N:13].[CH3:15][N:16]1[CH2:17][CH2:18][CH2:19][C:20]1=[O:21].[OH2:14]>>[c:2]1([C:12]#[N:13])[cH:3][c:4]2[c:5]([n:10][cH:11]1)[O:6][CH2:7][CH2:8][NH:9]2. Reactants: CC(C)[Si](OCc1ccc(Br)cc1)(C(C)C)C(C)C, N#Cc1cccc(C=O)c1, [Li]CCCC, CCOC(C)=O, [Cl-], [Li], [NH4+], C1CCOC1. Yields the product CC(C)[Si](OCc1ccc(C(O)c2cccc(C#N)c2)cc1)(C(C)C)C(C)C. Reaction SMILES: [Br:1][c:2]1[cH:3][cH:4][c:5]([CH2:6][O:7][Si:8]([CH:9]([CH3:10])[CH3:11])([CH:12]([CH3:13])[CH3:14])[CH:15]([CH3:16])[CH3:17])[cH:18][cH:19]1.[C:25](#[N:26])[c:27]1[cH:28][c:29]([CH:30]=[O:31])[cH:32][cH:33][cH:34]1.[CH2:20]([Li:21])[CH2:22][CH2:23][CH3:24].[CH3:38][CH2:39][O:40][C:41](=[O:42])[CH3:43].[Cl-:36].[Li:35].[NH4+:37].[O:44]1[CH2:45][CH2:46][CH2:47][CH2:48]1>>[c:2]1([CH:30]([c:29]2[cH:28][c:27]([C:25]#[N:26])[cH:34][cH:33][cH:32]2)[OH:31])[cH:3][cH:4][c:5]([CH2:6][O:7][Si:8]([CH:9]([CH3:10])[CH3:11])([CH:12]([CH3:13])[CH3:14])[CH:15]([CH3:16])[CH3:17])[cH:18][cH:19]1. Starting materials: O=C(Cl)C12CC3CC(CC(C3)C1)C2, O, COc1c(C)c2c(c(O)c1CC=C(C)CCC(=O)OCCN1CCOCC1)C(=O)OC2, c1ccncc1. Product: COc1c(C)c2c(c(OC(=O)C34CC5CC(CC(C5)C3)C4)c1CC=C(C)CCC(=O)OCCN1CCOCC1)C(=O)OC2. RXN SMILES: [C:32]12([C:42](=[O:43])[Cl:44])[CH2:33][CH:34]3[CH2:35][CH:36]([CH2:37][CH:38]([CH2:39]1)[CH2:40]3)[CH2:41]2.[OH2:45].[OH:1][c:2]1[c:3]2[c:7]([c:8]([CH3:30])[c:9]([O:28][CH3:29])[c:10]1[CH2:11][CH:12]=[C:13]([CH2:14][CH2:15][C:16](=[O:17])[O:18][CH2:19][CH2:20][N:21]1[CH2:22][CH2:23][O:24][CH2:25][CH2:26]1)[CH3:27])[CH2:6][O:5][C:4]2=[O:31].[cH:46]1[cH:47][cH:48][n:49][cH:50][cH:51]1>>[O:1]([c:2]1[c:3]2[c:7]([c:8]([CH3:30])[c:9]([O:28][CH3:29])[c:10]1[CH2:11][CH:12]=[C:13]([CH2:14][CH2:15][C:16](=[O:17])[O:18][CH2:19][CH2:20][N:21]1[CH2:22][CH2:23][O:24][CH2:25][CH2:26]1)[CH3:27])[CH2:6][O:5][C:4]2=[O:31])[C:42]([C:32]12[CH2:33][CH:34]3[CH2:35][CH:36]([CH2:37][CH:38]([CH2:39]1)[CH2:40]3)[CH2:41]2)=[O:43]. Starting materials: CC(C)(C)OC(=O)COc1ccc(CCC(=O)N2CCC3(CC2)CNC(=NC(=O)c2nc(Cl)c(N)nc2N)N3)cc1, C1COCCO1, Cl. Product: Nc1nc(N)c(C(=O)N=C2NCC3(CCN(C(=O)CCc4ccc(OCC(=O)O)cc4)CC3)N2)nc1Cl. Reaction SMILES: [C:1]([CH3:2])([CH3:3])([CH3:4])[O:5][C:6]([CH2:7][O:8][c:9]1[cH:10][cH:11][c:12]([CH2:15][CH2:16][C:17](=[O:18])[N:19]2[CH2:20][CH2:21][C:22]3([CH2:23][NH:24][C:25](=[N:27][C:28](=[O:29])[c:30]4[n:31][c:32]([Cl:38])[c:33]([NH2:37])[n:34][c:35]4[NH2:36])[NH:26]3)[CH2:39][CH2:40]2)[cH:13][cH:14]1)=[O:41].[CH2:43]1[O:44][CH2:45][CH2:46][O:47][CH2:48]1.[ClH:42]>>[O:5]=[C:6]([CH2:7][O:8][c:9]1[cH:10][cH:11][c:12]([CH2:15][CH2:16][C:17](=[O:18])[N:19]2[CH2:20][CH2:21][C:22]3([CH2:23][NH:24][C:25](=[N:27][C:28](=[O:29])[c:30]4[n:31][c:32]([Cl:38])[c:33]([NH2:37])[n:34][c:35]4[NH2:36])[NH:26]3)[CH2:39][CH2:40]2)[cH:13][cH:14]1)[OH:41]. Reactants: NCC=1C(=C(C(=CC1)Cl)OC=1C=C(C#N)C=C(C1)CC=C)F (3-{[3-(aminomethyl)-6-chloro-2-fluorophenyl]oxy}-5-(2-propen-1-yl)benzonitrile), ClC=1N=CN(C1C(=O)O)COCC[Si](C)(C)C (4-chloro-1-({[2-(trimethylsilyl)ethyl]oxy}methyl)-1H-imidazole-5-carboxylic acid), CCN(C(C)C)C(C)C (DIEA), ClC=1N=CN(C1C(=O)O)COCC[Si](C)(C)C (4-chloro-1-({[2-(trimethylsilyl)ethyl]oxy}methyl)-1H-imidazole-5-carboxylic acid), C(CCl)Cl (EDC). Solvent: C1CCOC1 (THF), C1CCOC1 (THF). Conditions: temperature 25 celsius, time 8 hour. Product: ClC=1N=CN(C1C(=O)NCC1=C(C(=C(C=C1)Cl)OC1=CC(=CC(=C1)CC=C)C#N)F)COCC[Si](C)(C)C (4-chloro-N-[(4-chloro-3-{[3-cyano-5-(2-propen-1-yl)phenyl]oxy}-2-fluorophenyl)methyl]-1-({[2-(trimethylsilyl)ethyl]oxy}methyl)-1H-imidazole-5-carboxamide). The yield is 42.7%. As a reaction SMILES: [NH2:1][CH2:2][C:3]1[C:4]([F:22])=[C:5]([O:10][C:11]2[CH:12]=[C:13]([CH:16]=[C:17]([CH2:19][CH:20]=[CH2:21])[CH:18]=2)[C:14]#[N:15])[C:6]([Cl:9])=[CH:7][CH:8]=1.[Cl:23][C:24]1[N:25]=[CH:26][N:27]([CH2:32][O:33][CH2:34][CH2:35][Si:36]([CH3:39])([CH3:38])[CH3:37])[C:28]=1[C:29](O)=[O:30].CCN(C(C)C)C(C)C.C(Cl)CCl>C1COCC1>[Cl:23][C:24]1[N:25]=[CH:26][N:27]([CH2:32][O:33][CH2:34][CH2:35][Si:36]([CH3:39])([CH3:38])[CH3:37])[C:28]=1[C:29]([NH:1][CH2:2][C:3]1[CH:8]=[CH:7][C:6]([Cl:9])=[C:5]([O:10][C:11]2[CH:18]=[C:17]([CH2:19][CH:20]=[CH2:21])[CH:16]=[C:13]([C:14]#[N:15])[CH:12]=2)[C:4]=1[F:22])=[O:30]. Procedure: 3-{[3-(aminomethyl)-6-chloro-2-fluorophenyl]oxy}-5-(2-propen-1-yl)benzonitrile (0.113 g, 0.358 mmol), 4-chloro-1-({[2-(trimethylsilyl)ethyl]oxy}methyl)-1H-imidazole-5-carboxylic acid (0.099 g, 0.358 mmol), and DIEA (0.125 mL, 0.715 mmol) were combined in THF (4 mL) and stirred at 25° C. overnight. Additional 4-chloro-1-({[2-(trimethylsilyl)ethyl]oxy}methyl)-1H-imidazole-5-carboxylic acid (0.049 g, 0.179 mmol), EDC (0.069 g, 0.358 mmol) and THF (4.00 mL) were added to the reaction mixture and sti... The reactants are N([C@@H](CC1=CNC2=CC=CC=C12)C(=O)N[C@@H](CC(C)C)C(=O)N[C@@H](CCSC)C(=O)N)C(=O)OC(C)(C)C (BocTrp-Leu-MetNH2), FC(C(=O)O)(F)F (trifluoroacetic acid). The product is C1=CC=C2C(=C1)C(=CN2)CC(C(=O)O)N.N[C@@H](CC(C)C)C(=O)N[C@@H](CCSC)C(=O)N (Htrp Leu-MetNH2). The yield is 81.0%. Reaction SMILES: [NH:1](C(OC(C)(C)C)=O)[C@H:2]([C:13]([NH:15][C@H:16]([C:21]([NH:23][C@H:24]([C:29]([NH2:31])=[O:30])[CH2:25][CH2:26][S:27][CH3:28])=[O:22])[CH2:17][CH:18]([CH3:20])[CH3:19])=[O:14])[CH2:3][C:4]1[C:12]2[C:7](=[CH:8][CH:9]=[CH:10][CH:11]=2)[NH:6][CH:5]=1.FC(F)(F)C(O)=[O:42]>>[CH:10]1[CH:11]=[C:12]2[C:4]([CH2:3][CH:2]([NH2:1])[C:13]([OH:14])=[O:42])=[CH:5][NH:6][C:7]2=[CH:8][CH:9]=1.[NH2:15][C@H:16]([C:21]([NH:23][C@H:24]([C:29]([NH2:31])=[O:30])[CH2:25][CH2:26][S:27][CH3:28])=[O:22])[CH2:17][CH:18]([CH3:20])[CH3:19] |f:2.3|. Reported procedure: Condensation of BocTrpOPFP (1.41 g.) and HLeu-Met-NH2 hydrochloride salt (Example 1, 0.89 g.) by the activated ester method gave BocTrp-Leu-MetNH2 in 81% yield. De-t-butoxycarbonylation of BocTrp-Leu-MetNH2 (1.06 g.) using trifluoroacetic acid containing 10% water gave Htrp-Leu-MetNH2 in 81% yield.